From a dataset of the Open Reaction Database (ORD), a public repository of structured organic reaction records. describe an organic reaction: reactants, conditions, products, and yield Reactants: ClCCl (dichloromethane), COC(CO)COCCCCCCCCCCCCCCCCCC (2-methoxy-3-octadecyloxypropanol), CS(=O)(=O)Cl (methanesulfonyl chloride). The solvent is C(C)N(CC)CC (triethylamine). Yields the product CS(=O)(=O)OCC(COCCCCCCCCCCCCCCCCCC)OC (2-Methoxy-3-octadecyloxypropyl methanesulfonate). The yield is 99.9%. RXN SMILES: ClCCl.[CH3:4][O:5][CH:6]([CH2:9][O:10][CH2:11][CH2:12][CH2:13][CH2:14][CH2:15][CH2:16][CH2:17][CH2:18][CH2:19][CH2:20][CH2:21][CH2:22][CH2:23][CH2:24][CH2:25][CH2:26][CH2:27][CH3:28])[CH2:7][OH:8].[CH3:29][S:30](Cl)(=[O:32])=[O:31]>C(N(CC)CC)C>[CH3:29][S:30]([O:8][CH2:7][CH:6]([O:5][CH3:4])[CH2:9][O:10][CH2:11][CH2:12][CH2:13][CH2:14][CH2:15][CH2:16][CH2:17][CH2:18][CH2:19][CH2:20][CH2:21][CH2:22][CH2:23][CH2:24][CH2:25][CH2:26][CH2:27][CH3:28])(=[O:32])=[O:31]. Reported procedure: To 120 ml of dichloromethane are added 12.0 g of 2-methoxy-3-octadecyloxypropanol and 6.07 ml of triethylamine, to which 4.98 g of methanesulfonyl chloride is added dropwise with stirring under ice cooling. Thereafter, the mixture is stirred at room temperature for 2 hours to complete the reaction. The reaction mixture is then washed with water, an aqueous sodium bicarbonate solution and again water and dried over anhydrous sodium sulfate. The solvent is distilled off under reduced pressure to l... Reactants: CC1(CC=C(CC1)C1=NC(=CC=C1NC(=O)C=1NC=C(N1)C#N)C1CC(OC(C1)(C)C)(C)C)C (4-cyano-1H-imidazole-2-carboxylic acid[2-(4,4-dimethyl-cyclohex-1-enyl)-6-(2,2,6,6-tetramethyl-tetrahydro-pyran-4-yl)-pyridin-3-yl]-amide), [OH-].[Na+] (sodium hydroxide), [Na] (sodium). The solvent is C(C)O (ethanol). Product: [Na].CC1(CC=C(CC1)C1=NC(=CC=C1NC(=O)C=1NC=C(N1)C#N)C1CC(OC(C1)(C)C)(C)C)C (4-Cyano-1H-imidazole-2-carboxylic acid[2-(4,4-dimethyl-cyclohex-1-enyl)-6-(2,2,6,6-tetramethyl-tetrahydro-pyran-4-yl)-pyridin-3-yl]-amide sodium salt). Reaction SMILES: [CH3:1][C:2]1([CH3:34])[CH2:7][CH2:6][C:5]([C:8]2[C:13]([NH:14][C:15]([C:17]3[NH:18][CH:19]=[C:20]([C:22]#[N:23])[N:21]=3)=[O:16])=[CH:12][CH:11]=[C:10]([CH:24]3[CH2:29][C:28]([CH3:31])([CH3:30])[O:27][C:26]([CH3:33])([CH3:32])[CH2:25]3)[N:9]=2)=[CH:4][CH2:3]1.[OH-].[Na+].[Na:37]>C(O)C>[Na:37].[CH3:1][C:2]1([CH3:34])[CH2:7][CH2:6][C:5]([C:8]2[C:13]([NH:14][C:15]([C:17]3[NH:18][CH:19]=[C:20]([C:22]#[N:23])[N:21]=3)=[O:16])=[CH:12][CH:11]=[C:10]([CH:24]3[CH2:25][C:26]([CH3:33])([CH3:32])[O:27][C:28]([CH3:31])([CH3:30])[CH2:29]3)[N:9]=2)=[CH:4][CH2:3]1 |f:1.2,5.6,^1:36,40|. Procedure: To a suspension of 4-cyano-1H-imidazole-2-carboxylic acid[2-(4,4-dimethyl-cyclohex-1-enyl)-6-(2,2,6,6-tetramethyl-tetrahydro-pyran-4-yl)-pyridin-3-yl]-amide (23.1 mg, 0.0500 mmol), as prepared in Example 15, in ethanol (1.0 mL) was added a solution of sodium hydroxide (1.0N; 0.055 mL; 0.055 mmol). The solution was allowed to evaporate in an open vial at room temperature. A white crystalline solid resulted and was characterized by PXRD and TGA (6.1% loss of mass). The PXRD of Form A of the sodium... Product: CSC1=CC=C(C=C1)C1=COC2=NC=C(C=C21)C(=O)OCC (ethyl 3-[4-(methylthio)phenyl]furo[2,3-b]pyridine-5-carboxylate). RXN SMILES: Br[C:2]1[C:10]2[C:5](=[N:6][CH:7]=[C:8]([C:11]([O:13][CH2:14][CH3:15])=[O:12])[CH:9]=2)[O:4][CH:3]=1.[CH3:16][S:17][C:18]1[CH:23]=[CH:22][C:21](B(O)O)=[CH:20][CH:19]=1>>[CH3:16][S:17][C:18]1[CH:23]=[CH:22][C:21]([C:2]2[C:10]3[C:5](=[N:6][CH:7]=[C:8]([C:11]([O:13][CH2:14][CH3:15])=[O:12])[CH:9]=3)[O:4][CH:3]=2)=[CH:20][CH:19]=1. Procedure: In the same manner as in Reference Example 19 and using ethyl 3-bromofuro[2,3-b]pyridine-5-carboxylate instead of methyl 3-iodoimidazo[1,2-a]pyridine-6-carboxylate and [4-(methylthio)phenyl]boronic acid instead of (4-methoxyphenyl)boronic acid, the title compound (yield 95%) was obtained as colorless crystals. Yield: 95.0%. The reactants are BrC1=COC2=NC=C(C=C21)C(=O)OCC (ethyl 3-bromofuro[2,3-b]pyridine-5-carboxylate), CSC1=CC=C(C=C1)B(O)O ([4-(methylthio)phenyl]boronic acid). Reactants: C1(=CC=CC=C1)[Li] (phenyl lithium), BrC1=NN=C(C2=CC=C(C=C12)OC)CC1=C(C=NC=C1Cl)Cl (4-Bromo-1-(3,5-dichloro-pyridin-4-ylmethyl)-6-methoxy-phthalazine). Reagents/catalysts: [Cl-].[Cl-].[Zn+2] (ZnCl2), C(C)(=O)[O-].[Pd+2].C(C)(=O)[O-] (palladium acetate), C1(=CC=CC=C1)P(C1=CC=CC=C1)C1=CC=CC=C1 (triphenylphosphine). The solvent is C1CCOC1 (THF). Run at time 1 hour. Yields the product ClC=1C=NC=C(C1CC1=NN=C(C2=CC(=CC=C12)OC)C1=CC=CC=C1)Cl (1-(3,5-Dichloro-pyridin-4-ylmethyl)-6-methoxy-4-phenyl-phthalazine). Isolated yield 48.5%. RXN SMILES: [C:1]1([Li])[CH:6]=[CH:5][CH:4]=[CH:3][CH:2]=1.Br[C:9]1[C:18]2[C:13](=[CH:14][CH:15]=[C:16]([O:19][CH3:20])[CH:17]=2)[C:12]([CH2:21][C:22]2[C:27]([Cl:28])=[CH:26][N:25]=[CH:24][C:23]=2[Cl:29])=[N:11][N:10]=1>C1COCC1.[Cl-].[Cl-].[Zn+2].C([O-])(=O)C.[Pd+2].C([O-])(=O)C.C1(P(C2C=CC=CC=2)C2C=CC=CC=2)C=CC=CC=1>[Cl:29][C:23]1[CH:24]=[N:25][CH:26]=[C:27]([Cl:28])[C:22]=1[CH2:21][C:12]1[C:13]2[C:18](=[CH:17][C:16]([O:19][CH3:20])=[CH:15][CH:14]=2)[C:9]([C:1]2[CH:6]=[CH:5][CH:4]=[CH:3][CH:2]=2)=[N:10][N:11]=1 |f:3.4.5,6.7.8|. Reported procedure: ZnCl2 (2.04 g, 15 mmoles) under N2 in THF (100 ml) was added with phenyl lithium (7.5 ml, 15 mmoles; 2M in cyclohexane/ethyl ether 7:3) at 0-4° C. The mixture was stirred at room temperature for 1 hour. 4-Bromo-1-(3,5-dichloro-pyridin-4-ylmethyl)-6-methoxy-phthalazine (3 g, 7.5 mmoles), prepared as described in example 46, palladium acetate (0.034 g, 0.15 mmole) and triphenylphosphine (0.08 g, 0.3 mmole) were added and the mixture was refluxed for 24 hours, cooled and extracted with a saturated ... Starting materials: CN1C(=O)c2cccnc2Nc2ccccc21, Cc1ccc(S(=O)(=O)OCCCN(C)C)cc1, [H-], [Na+], Cc1ccccc1C. Product: CN(C)CCCN1c2ccccc2N(C)C(=O)c2cccnc21. As a reaction SMILES: [CH3:1][N:2]1[C:3](=[O:17])[c:4]2[c:5]([n:13][cH:14][cH:15][cH:16]2)[NH:6][c:7]2[c:8]1[cH:9][cH:10][cH:11][cH:12]2.[CH3:20][N:21]([CH2:22][CH2:23][CH2:24][O:25][S:26]([c:27]1[cH:28][cH:29][c:30]([CH3:31])[cH:32][cH:33]1)(=[O:34])=[O:35])[CH3:36].[H-:18].[Na+:19].[c:37]1([CH3:38])[c:39]([CH3:40])[cH:41][cH:42][cH:43][cH:44]1>>[CH3:1][N:2]1[C:3](=[O:17])[c:4]2[c:5]([n:13][cH:14][cH:15][cH:16]2)[N:6]([CH2:24][CH2:23][CH2:22][N:21]([CH3:20])[CH3:36])[c:7]2[c:8]1[cH:9][cH:10][cH:11][cH:12]2. Starting materials: C(C1=CC=CC=C1)N1C(C=2C=CC=NC2C=C1)CCC1=CC=C(C=C1)OC (6-benzyl-5-[2-(4-methoxy-phenyl)-ethyl]-5,6-dihydro-[1,6]naphthyridine). The reagents and catalysts are [Pd] (Pd/C). Solvent: CO (methanol), C(C)(=O)O (acetic acid). Run at time 4 hour. Yields the product COC1=CC=C(C=C1)CCC1C=2C=CC=NC2CCN1 (5-[2-(4-Methoxy-phenyl)-ethyl]-5,6,7,8-tetrahydro-[1,6]naphthyridine). Yield: 93.6%. Reaction SMILES: C([N:8]1[CH:17]=[CH:16][C:15]2[N:14]=[CH:13][CH:12]=[CH:11][C:10]=2[CH:9]1[CH2:18][CH2:19][C:20]1[CH:25]=[CH:24][C:23]([O:26][CH3:27])=[CH:22][CH:21]=1)C1C=CC=CC=1>CO.C(O)(=O)C.[Pd]>[CH3:27][O:26][C:23]1[CH:24]=[CH:25][C:20]([CH2:19][CH2:18][CH:9]2[NH:8][CH2:17][CH2:16][C:15]3[N:14]=[CH:13][CH:12]=[CH:11][C:10]2=3)=[CH:21][CH:22]=1. Procedure: To a solution of 2.1 g (5.85 mmol) 6-benzyl-5-[2-(4-methoxy-phenyl)-ethyl]-5,6-dihydro-[1,6]naphthyridine in 70 mL methanol and 7 mL acetic acid was added 210 mg Pd/C 10% and hydrogenated at atmospheric pressure for 4 h at 55° C. The apparatus was purged with argon, the catalyst was filtered and the filtrate was concentrated in vacuo. The oil was dissolved in ethyl acetate and the solution was washed once with a sat. NaHCO3 solution. The aqueous layer was extracted twice with ethyl acetate and t... Reactants: SC=1NC2=C(C=NC=C2)N1 (2-mercapto-1H-imidazo[4,5-c]pyridine), [Na] (sodium), C(C1=CC=CC=C1)(=O)OC1=C(C=CC=C1)CBr (2-(bromomethyl)phenyl benzoate). Yields the product C(C1=CC=CC=C1)(=O)OC1=C(C=CC=C1)CSC=1NC2=C(C=NC=C2)N1 (2-[(1H-Imidazo[4,5-c]pyridin-2-ylthio)methyl]phenol benzoate). Reaction SMILES: [SH:1][C:2]1[NH:3][C:4]2[CH:9]=[CH:8][N:7]=[CH:6][C:5]=2[N:10]=1.[Na].[C:12]([O:20][C:21]1[CH:26]=[CH:25][CH:24]=[CH:23][C:22]=1[CH2:27]Br)(=[O:19])[C:13]1[CH:18]=[CH:17][CH:16]=[CH:15][CH:14]=1>>[C:12]([O:20][C:21]1[CH:26]=[CH:25][CH:24]=[CH:23][C:22]=1[CH2:27][S:1][C:2]1[NH:3][C:4]2[CH:9]=[CH:8][N:7]=[CH:6][C:5]=2[N:10]=1)(=[O:19])[C:13]1[CH:14]=[CH:15][CH:16]=[CH:17][CH:18]=1 |^1:10|. Procedure details: The synthesis of this compound proceeded in the same fashion as in Example 3 using 6.79 g (0.045 mol) of 2-mercapto-1H-imidazo[4,5-c]pyridine, 1.14 g (0.0495 g atom) of sodium and 13.09 g (0.045 mol) of 2-(bromomethyl)phenyl benzoate. Purification of the crude material (12.75 g) by HPLC gave a product which on recrystallization from ethyl acetate had a m.p. 129°-132° C. The reactants are [OH-].[Na+] (sodium hydroxide), C(=O)(OC)C(OC1=C(C=C(C=C1CCC)CN1C(=NC=2C1=NC=CC2)C)CCC)C2=CC1=C(C=C2)OCO1 (3-[4-(1-carbomethoxy-1-(3,4-methylenedioxy-phenyl)-methoxy)-3,5-dipropylphenylmethyl]-2-methyl-3H-imidazo[4,5-b]pyridine), C(CC(O)(C(=O)O)CC(=O)O)(=O)O (citric acid). Reagents/catalysts: C(Cl)Cl (methylene chloride). The solvent is CO (methanol). The product is C(=O)(O)C(OC1=C(C=C(C=C1CCC)CN1C(=NC=2C1=NC=CC2)C)CCC)C2=CC1=C(C=C2)OCO1 (3-[4-(1-carboxy-1-(3,4-methylenedioxyphenyl)methoxy)-3,5-dipropylphenylmethyl]-2-methyl-3H-imidazo[4,5-b]pyridine). Isolated yield 54.6%. RXN SMILES: [OH-].[Na+].[C:3]([CH:7]([C:32]1[CH:37]=[CH:36][C:35]2[O:38][CH2:39][O:40][C:34]=2[CH:33]=1)[O:8][C:9]1[C:14]([CH2:15][CH2:16][CH3:17])=[CH:13][C:12]([CH2:18][N:19]2[C:23]3=[N:24][CH:25]=[CH:26][CH:27]=[C:22]3[N:21]=[C:20]2[CH3:28])=[CH:11][C:10]=1[CH2:29][CH2:30][CH3:31])([O:5]C)=[O:4].C(O)(=O)CC(CC(O)=O)(C(O)=O)O>CO.C(Cl)Cl>[C:3]([CH:7]([C:32]1[CH:37]=[CH:36][C:35]2[O:38][CH2:39][O:40][C:34]=2[CH:33]=1)[O:8][C:9]1[C:14]([CH2:15][CH2:16][CH3:17])=[CH:13][C:12]([CH2:18][N:19]2[C:23]3=[N:24][CH:25]=[CH:26][CH:27]=[C:22]3[N:21]=[C:20]2[CH3:28])=[CH:11][C:10]=1[CH2:29][CH2:30][CH3:31])([OH:5])=[O:4] |f:0.1|. Procedure: A 5N sodium hydroxide solution (0.4 mL) was added to a stirred mixture of the product of Step D (53.5 mg, 0.104 mmol) in methanol (4 mL). A few drops of methylene chloride were added to allow stirring then the mixture was stirred at room temperature for 2 h. The solution volume was reduced to ~10% in vacuo then 5% citric acid solution was added. The mixture was extracted with ethyl acetate (3 times). The combined organic phase was washed with water, brine, dried (magnesium sulfate) and the solve... Starting materials: Brc1ccccn1, [Li]CCCC, Cc1ccc(C(=O)CCN2CCCC2)cc1, CCCCCC, Cc1ccccc1. Product: Cc1ccc(C(O)(CCN2CCCC2)c2ccccn2)cc1. As a reaction SMILES: [Br:6][c:7]1[cH:8][cH:9][cH:10][cH:11][n:12]1.[CH2:1]([Li:2])[CH2:3][CH2:4][CH3:5].[CH3:13][c:14]1[cH:15][cH:16][c:17]([C:20]([CH2:21][CH2:22][N:23]2[CH2:24][CH2:25][CH2:26][CH2:27]2)=[O:28])[cH:18][cH:19]1.[CH3:29][CH2:30][CH2:31][CH2:32][CH2:33][CH3:34].[CH3:35][c:36]1[cH:37][cH:38][cH:39][cH:40][cH:41]1>>[c:7]1([C:20]([c:17]2[cH:16][cH:15][c:14]([CH3:13])[cH:19][cH:18]2)([CH2:21][CH2:22][N:23]2[CH2:24][CH2:25][CH2:26][CH2:27]2)[OH:28])[cH:8][cH:9][cH:10][cH:11][n:12]1. The reactants are NC1=CC=CC=C1 (aniline), IC1=CC(=C(C=C1)N=C=S)CCC (4-iodo-2-n-propylphenyl isothiocyanate), C(CC)C1=C(N)C=CC=C1 (2-n-Propylaniline), IC1=CC(=C(N)C=C1)CCC (4-iodo-2-n-propylaniline), OCCN (2-hydroxyethylamine), O=S(Cl)Cl (SOCl2). Product: NC1(CCCC1)CO (1-Amino-1-(hydroxymethyl)cyclopentane), Cl.NC1(CCCC1)CCl (1-amino-1-(chloromethyl)cyclopentane HCl salt). As a reaction SMILES: C([C:4]1[CH:10]=[CH:9][CH:8]=[CH:7][C:5]=1[NH2:6])CC.IC1C=[CH:17][C:15]([NH2:16])=[C:14]([CH2:19][CH2:20][CH3:21])C=1.NC1C=CC=CC=1.IC1C=CC(N=C=S)=C(CCC)C=1.[OH:42]CCN.O=S(Cl)[Cl:48]>>[NH2:6][C:5]1([CH2:4][OH:42])[CH2:7][CH2:8][CH2:9][CH2:10]1.[ClH:48].[NH2:16][C:15]1([CH2:17][Cl:48])[CH2:14][CH2:19][CH2:20][CH2:21]1 |f:7.8|. Procedure details: 2-n-Propylaniline was converted to 4-iodo-2-n-propylaniline according to Method A5a. The aniline was converted to 4-iodo-2-n-propylphenyl isothiocyanate according to Method A2b. 1-Amino-1-(hydroxymethyl)cyclopentane was synthesized as described in Method B1c. The 2-hydroxyethylamine was reacted with SOCl2 according to Method B7a to give 1-amino-1-(chloromethyl)cyclopentane HCl salt. The 2-chloroethylamine was reacted with 4-iodo-2-n-propylphenyl isothiocyanate according to Method C1a to give 2-(...